From a dataset of the Open Reaction Database (ORD), a public repository of structured organic reaction records. describe an organic reaction: reactants, conditions, products, and yield Reactants: C1(CC1)N1C=C(C(C2=C(C(=C(C(=C12)F)F)F)NCCO)=O)C(=O)O (1-cyclopropyl-5-(2-hydroxyethylamino)-6,7,8- trifluoro-1,4-dihydro-4-oxoquinoline-3-carboxylic acid), ClC1=C2CNCC2=CC=C1 (4-chloroisoindoline), C1CCC2=NCCCN2CC1 (DBU). Run in CN(C)C=O (DMF). Product: ClC1=C2CN(CC2=CC=C1)C1=C(C(=C2C(C(=CN(C2=C1F)C1CC1)C(=O)O)=O)NCCO)F (7-(4-chloro-2-isoindolinyl)-1-cyclopropyl-5-(2-hydroxyethylamino)-6,8-difluoro-1,4-dihydro-4-oxoquinoline-3-carboxylic acid). Yield: 35.1%. Reaction SMILES: [CH:1]1([N:4]2[C:13]3[C:8](=[C:9]([NH:17][CH2:18][CH2:19][OH:20])[C:10]([F:16])=[C:11](F)[C:12]=3[F:14])[C:7](=[O:21])[C:6]([C:22]([OH:24])=[O:23])=[CH:5]2)[CH2:3][CH2:2]1.[Cl:25][C:26]1[CH:34]=[CH:33][CH:32]=[C:31]2[C:27]=1[CH2:28][NH:29][CH2:30]2.C1CCN2C(=NCCC2)CC1>CN(C=O)C>[Cl:25][C:26]1[CH:34]=[CH:33][CH:32]=[C:31]2[C:27]=1[CH2:28][N:29]([C:11]1[C:12]([F:14])=[C:13]3[C:8]([C:7](=[O:21])[C:6]([C:22]([OH:24])=[O:23])=[CH:5][N:4]3[CH:1]3[CH2:2][CH2:3]3)=[C:9]([NH:17][CH2:18][CH2:19][OH:20])[C:10]=1[F:16])[CH2:30]2. Procedure details: 205 mg of 1-cyclopropyl-5-(2-hydroxyethylamino)-6,7,8- trifluoro-1,4-dihydro-4-oxoquinoline-3-carboxylic acid, 101 mg of 4-chloroisoindoline, 182 mg of DBU, and 1.5 ml of anhydrous DMF were processed in the same manner as in Example 20 to produce 100 mg of the target compound.